The task is: describe an organic reaction: reactants, conditions, products, and yield. This data is from the Open Reaction Database (ORD), a public repository of structured organic reaction records. Starting materials: C(=O)=O (carbon dioxide), C(=O)=O (carbon dioxide), [Mg] (magnesium), [OH-].[Na+] (sodium hydroxide), 1-(3,4-dimethoxyphenyl)-6-chloro-2-bromomagnesium naphthalene, COC=1C=C(C=CC1OC)C1=C(C=CC2=CC(=CC=C12)Cl)Br (1-(3,4-dimethoxyphenyl)-6-chloro-2-bromonaphthalene), Cl (hydrochloric acid). The solvent is O1CCCC1 (tetrahydrofurane), O (water). Product: COC=1C=C(C=CC1OC)C1=C(C=CC2=CC(=CC=C12)Cl)C(=O)O (1-(3,4-dimethoxyphenyl)-6-chloro-2-naphthoic acid). As a reaction SMILES: [C:1](=[O:3])=[O:2].[CH3:4][O:5][C:6]1[CH:7]=[C:8]([C:14]2[C:23]3[C:18](=[CH:19][C:20]([Cl:24])=[CH:21][CH:22]=3)[CH:17]=[CH:16][C:15]=2Br)[CH:9]=[CH:10][C:11]=1[O:12][CH3:13].[Mg].Cl.[OH-].[Na+]>O1CCCC1.O>[CH3:4][O:5][C:6]1[CH:7]=[C:8]([C:14]2[C:23]3[C:18](=[CH:19][C:20]([Cl:24])=[CH:21][CH:22]=3)[CH:17]=[CH:16][C:15]=2[C:1]([OH:3])=[O:2])[CH:9]=[CH:10][C:11]=1[O:12][CH3:13] |f:4.5|. Procedure details: Dry carbon dioxide from -5° to 0° is introduced into a solution consisting of 20,0 g of 1-(3,4-dimethoxyphenyl)-6-chloro-2-bromomagnesium naphthalene in 110 ml of tetrahydrofurane, made from 18,8 g of 1-(3,4-dimethoxyphenyl)-6-chloro-2-bromonaphthalene and 1,2 of magnesium. The introduction of carbon dioxide is continued for one hour after the exothermic reaction is finished. While cooling, 30 ml of 10% hydrochloric acid and thereafter 200 ml of water are then added dropwise, and the acid reacti... Starting materials: Tetrahydrofuran-ethyl acetate, S(=O)(Cl)Cl (Thionyl chloride), COC(=O)C(C(=O)O)CC1=CC=C(C=C1)OCCC=1N=C(OC1C)C1=CC=CC=C1 (2-Methoxycarbonyl-3-[4-[2-(5-methyl-2-phenyl-4-oxazolyl)ethoxy]phenyl]propionic acid), S(=O)(Cl)Cl (thionyl chloride), C(C)(=O)N (acetamide). Run in O (water). Reaction conditions: temperature 60 celsius. Product: C(C)(=O)NC(=O)C(C(=O)OC)CC1=CC=C(C=C1)OCCC=1N=C(OC1C)C1=CC=CC=C1 (Methyl N-acetyl-2-carbamoyl-3-[4-[2-(5-methyl-2-phenyl-4-oxazolyl)ethoxy]phenyl]propionate). Isolated yield 37.3%. RXN SMILES: S(Cl)(Cl)=O.[CH3:5][O:6][C:7]([CH:9]([CH2:13][C:14]1[CH:19]=[CH:18][C:17]([O:20][CH2:21][CH2:22][C:23]2[N:24]=[C:25]([C:29]3[CH:34]=[CH:33][CH:32]=[CH:31][CH:30]=3)[O:26][C:27]=2[CH3:28])=[CH:16][CH:15]=1)[C:10]([OH:12])=O)=[O:8].[C:35]([NH2:38])(=[O:37])[CH3:36]>O>[C:35]([NH:38][C:10]([CH:9]([CH2:13][C:14]1[CH:15]=[CH:16][C:17]([O:20][CH2:21][CH2:22][C:23]2[N:24]=[C:25]([C:29]3[CH:34]=[CH:33][CH:32]=[CH:31][CH:30]=3)[O:26][C:27]=2[CH3:28])=[CH:18][CH:19]=1)[C:7]([O:6][CH3:5])=[O:8])=[O:12])(=[O:37])[CH3:36]. Reported procedure: Thionyl chloride (1.0 ml) was added to 2-methoxycarbonyl-3-[4-[2-(5-methyl-2-phenyl-4-oxazolyl)ethoxy]phenyl]propionic acid (2.63 g, 6.43 mmol) obtained in Example 1, and the mixture was stirred with heating at 60° C. for 1 hr. Excess thionyl chloride was evaporated under reduced pressure and acetamide (504 mg, 8.54 mmol) was added to the residue. The mixture was stirred with heating at 120° C. for 30 min. Tetrahydrofuran-ethyl acetate (1:1, 100 ml) and water (50 ml) were added to the reaction m... Reactants: CC(C)(C)OC(=O)N=C(NC(=O)OC(C)(C)C)Nc1cnn2c1NCC2, ClC(Cl)Cl, ClC(c1ccccc1)(c1ccccc1)c1ccccc1, c1ccncc1. The product is CC(C)(C)OC(=O)N=C(NC(=O)OC(C)(C)C)Nc1cnn2c1N(C(c1ccccc1)(c1ccccc1)c1ccccc1)CC2. RXN SMILES: [C:1]([CH3:2])([CH3:3])([CH3:4])[O:5][C:6](=[O:7])[N:8]=[C:9]([NH:10][c:11]1[c:12]2[n:13]([n:14][cH:15]1)[CH2:16][CH2:17][NH:18]2)[NH:19][C:20](=[O:21])[O:22][C:23]([CH3:24])([CH3:25])[CH3:26].[CH:47]([Cl:48])([Cl:49])[Cl:50].[c:27]1([C:33]([c:34]2[cH:35][cH:36][cH:37][cH:38][cH:39]2)([c:40]2[cH:41][cH:42][cH:43][cH:44][cH:45]2)[Cl:46])[cH:28][cH:29][cH:30][cH:31][cH:32]1.[cH:51]1[cH:52][cH:53][n:54][cH:55][cH:56]1>>[C:1]([CH3:2])([CH3:3])([CH3:4])[O:5][C:6](=[O:7])[N:8]=[C:9]([NH:10][c:11]1[c:12]2[n:13]([n:14][cH:15]1)[CH2:16][CH2:17][N:18]2[C:33]([c:27]1[cH:28][cH:29][cH:30][cH:31][cH:32]1)([c:34]1[cH:35][cH:36][cH:37][cH:38][cH:39]1)[c:40]1[cH:41][cH:42][cH:43][cH:44][cH:45]1)[NH:19][C:20](=[O:21])[O:22][C:23]([CH3:24])([CH3:25])[CH3:26]. The reactants are NC[C@H]1N(CCC[C@H]1C)C(=O)C1=C(C=C(C=C1)F)N1N=CC=N1 (((2S,3R)-2-(aminomethyl)-3-methylpiperidin-1-yl)(4-fluoro-2-(2H-1,2,3-triazol-2-yl)phenyl)methanone), FC1=NC=C(C=C1)C(F)(F)F (2-fluoro-5-(trifluoromethyl)pyridine). The product is FC1=CC(=C(C=C1)C(=O)N1[C@@H]([C@@H](CCC1)C)CNC1=NC=C(C=C1)C(F)(F)F)N1N=CC=N1 ((4-Fluoro-2-(2H-1,2,3-triazol-2-yl)phenyl)((2S,3R)-3-methyl-2-(((5-(trifluoromethyl)pyridin-2-yl)amino)methyl)piperidin-1-yl)methanone). Reaction SMILES: [NH2:1][CH2:2][C@@H:3]1[C@H:8]([CH3:9])[CH2:7][CH2:6][CH2:5][N:4]1[C:10]([C:12]1[CH:17]=[CH:16][C:15]([F:18])=[CH:14][C:13]=1[N:19]1[N:23]=[CH:22][CH:21]=[N:20]1)=[O:11].F[C:25]1[CH:30]=[CH:29][C:28]([C:31]([F:34])([F:33])[F:32])=[CH:27][N:26]=1>>[F:18][C:15]1[CH:16]=[CH:17][C:12]([C:10]([N:4]2[CH2:5][CH2:6][CH2:7][C@@H:8]([CH3:9])[C@H:3]2[CH2:2][NH:1][C:25]2[CH:30]=[CH:29][C:28]([C:31]([F:34])([F:33])[F:32])=[CH:27][N:26]=2)=[O:11])=[C:13]([N:19]2[N:23]=[CH:22][CH:21]=[N:20]2)[CH:14]=1. Procedure: The title compound was prepared following the same general protocol as described for Example A1 using ((2S,3R)-2-(aminomethyl)-3-methylpiperidin-1-yl)(4-fluoro-2-(2H-1,2,3-triazol-2-yl)phenyl)methanone and 2-fluoro-5-(trifluoromethyl)pyridine. ESI-MS (m/z): 463.4 [M+1]+. 1H NMR (300 MHz, DMSO-d6) δ 8.40-6.55 (m, 9H), 4.85-2.70 (m, 5H), 1.85-0.65 (m, 8H). Reactants: ClC1=CC=C(C=C1)C1=NC2=C(N1C(C(=O)O)C1CCCCC1)C=C(C(=C2)F)F ([2-(4-chloro-phenyl)-5,6-difluoro-benzoimidazol-1-yl]-cyclohexyl-acetic acid), NC1=C(C=C(C#N)C=C1)C(F)(F)F (4-amino-3-trifluoromethylbenzonitrile). Yields the product ClC1=CC=C(C=C1)C1=NC2=C(N1C(C(=O)NC1=C(C=C(C=C1)C#N)C(F)(F)F)C1CCCCC1)C=C(C(=C2)F)F (2-[2-(4-Chloro-phenyl)-5,6-difluoro-benzoimidazol-1-yl]-N-(4-cyano-2-trifluoromethyl-phenyl)-2-cyclohexyl-acetamide). RXN SMILES: [Cl:1][C:2]1[CH:7]=[CH:6][C:5]([C:8]2[N:12]([CH:13]([CH:17]3[CH2:22][CH2:21][CH2:20][CH2:19][CH2:18]3)[C:14](O)=[O:15])[C:11]3[CH:23]=[C:24]([F:28])[C:25]([F:27])=[CH:26][C:10]=3[N:9]=2)=[CH:4][CH:3]=1.[NH2:29][C:30]1[CH:37]=[CH:36][C:33]([C:34]#[N:35])=[CH:32][C:31]=1[C:38]([F:41])([F:40])[F:39]>>[Cl:1][C:2]1[CH:7]=[CH:6][C:5]([C:8]2[N:12]([CH:13]([CH:17]3[CH2:22][CH2:21][CH2:20][CH2:19][CH2:18]3)[C:14]([NH:29][C:30]3[CH:37]=[CH:36][C:33]([C:34]#[N:35])=[CH:32][C:31]=3[C:38]([F:39])([F:40])[F:41])=[O:15])[C:11]3[CH:23]=[C:24]([F:28])[C:25]([F:27])=[CH:26][C:10]=3[N:9]=2)=[CH:4][CH:3]=1. Reported procedure: The title compound was prepared in analogy to example 22, int. d) from [2-(4-chloro-phenyl)-5,6-difluoro-benzoimidazol-1-yl]-cyclohexyl-acetic acid and 4-amino-3-trifluoromethylbenzonitrile. The compound was purified by using a MPLC system (CombiFlash Companion, Isco Inc.) eluting with a gradient of heptane to n-heptane/ethyl acetate (1:0 to 4:1 v/v) and subsequent purification by preparative HPLC using a Gemini column and a gradient of acetonitrile:water (containing 0.5% formic acid). Colorless... The reactants are FC(CNC(=O)NC=1C=C(C=CC1)C1=CN=C2N1N=CC(=C2)C2=CC=C(C=C2)C(C(=O)O)C)(F)F (2-(4-{3-[3-({[(2,2,2-trifluoroethyl)amino]carbonyl}amino)phenyl]imidazo[1,2-b]pyridazin-7-yl}phenyl)propanoic acid), CC1=CC=C(C=C1)S(=O)(=O)O.O1C[C@@H](CC1)N ((3R)-tetrahydrofuran-3-amine 4-methylbenzenesulfonate). Yields the product O1C[C@@H](CC1)NC(C(C)C1=CC=C(C=C1)C1=CC=2N(N=C1)C(=CN2)C2=CC(=CC=C2)NC(=O)NCC(F)(F)F)=O (N-[(3R)-Tetrahydrofuran-3-yl]-2-(4-{3-[3-({[(2,2,2-trifluoroethyl)amino]carbonyl}amino)phenyl]imidazo[1,2-b]pyridazin-7-yl}phenyl)propanamide). Reaction SMILES: [F:1][C:2]([F:35])([F:34])[CH2:3][NH:4][C:5]([NH:7][C:8]1[CH:9]=[C:10]([C:14]2[N:18]3[N:19]=[CH:20][C:21]([C:23]4[CH:28]=[CH:27][C:26]([CH:29]([CH3:33])[C:30](O)=[O:31])=[CH:25][CH:24]=4)=[CH:22][C:17]3=[N:16][CH:15]=2)[CH:11]=[CH:12][CH:13]=1)=[O:6].CC1C=CC(S(O)(=O)=O)=CC=1.[O:47]1[CH2:51][CH2:50][C@@H:49]([NH2:52])[CH2:48]1>>[O:47]1[CH2:51][CH2:50][C@@H:49]([NH:52][C:30](=[O:31])[CH:29]([C:26]2[CH:27]=[CH:28][C:23]([C:21]3[CH:20]=[N:19][N:18]4[C:14]([C:10]5[CH:11]=[CH:12][CH:13]=[C:8]([NH:7][C:5]([NH:4][CH2:3][C:2]([F:35])([F:34])[F:1])=[O:6])[CH:9]=5)=[CH:15][N:16]=[C:17]4[CH:22]=3)=[CH:24][CH:25]=2)[CH3:33])[CH2:48]1 |f:1.2|. Reported procedure: This compound was prepared by using procedure analogous to those described for the synthesis of Example 98, Step 9 starting from 2-(4-{3-[3-({[(2,2,2-trifluoroethyl)amino]carbonyl}amino)phenyl]imidazo[1,2-b]pyridazin-7-yl}phenyl)propanoic acid and (3R)-tetrahydrofuran-3-amine 4-methylbenzenesulfonate (Fluka, Cat. No. 09440). LCMS (M+H)+: m/z=553.2. Starting materials: NC1CCCc2ccccc21, O=Cc1ccc(-c2cccnc2)cc1. Yields the product c1cncc(-c2ccc(CNC3CCCc4ccccc43)cc2)c1. Reaction SMILES: [CH:15]1([NH2:25])[CH2:16][CH2:17][CH2:18][c:19]2[cH:20][cH:21][cH:22][cH:23][c:24]21.[n:1]1[cH:2][c:3](-[c:7]2[cH:8][cH:9][c:10]([CH:11]=[O:12])[cH:13][cH:14]2)[cH:4][cH:5][cH:6]1>>[n:1]1[cH:2][c:3](-[c:7]2[cH:8][cH:9][c:10]([CH2:11][NH:25][CH:15]3[CH2:16][CH2:17][CH2:18][c:19]4[cH:20][cH:21][cH:22][cH:23][c:24]43)[cH:13][cH:14]2)[cH:4][cH:5][cH:6]1. Starting materials: C(=O)C1CCC(O1)OC1=CC=C(C#N)C=C1 (4-(5-Formyl-tetrahydro-furan-2-yloxy)-benzonitrile), C([O-])([O-])=O.[K+].[K+] (potassium carbonate), OO (hydrogen peroxide). Run in ice water. Reaction conditions: time 18 hour. Yields the product C(=O)C1=CC=C(O1)OC1=CC=C(C(=O)N)C=C1 (4-(5-Formyl-furan-2-yloxy)-benzamide). The yield is 33.1%. Reaction SMILES: [CH:1]([CH:3]1[O:7][CH:6]([O:8][C:9]2[CH:16]=[CH:15][C:12]([C:13]#[N:14])=[CH:11][CH:10]=2)[CH2:5][CH2:4]1)=[O:2].C(=O)([O-])[O-:18].[K+].[K+].OO>>[CH:1]([C:3]1[O:7][C:6]([O:8][C:9]2[CH:16]=[CH:15][C:12]([C:13]([NH2:14])=[O:18])=[CH:11][CH:10]=2)=[CH:5][CH:4]=1)=[O:2] |f:1.2.3|. Procedure: Combine 4-(5-Formyl-tetrahydro-furan-2-yloxy)-benzonitrile (1.0 g, 4.69 mmol), dimethylsufoxide (100 mL), potassium carbonate (0.32 g, 2.35 mmol), and 1 mL of 30% hydrogen peroxide solution. Stir 18 hours at ambient temperature. Dilute with 300 mL of ice/water, extract with ethyl acetate (3×150 mL). Wash the organic phase with 100 mL of water, and 100 mL of brine. Dry the organic phase over sodium sulfate, filter, and concentrate under vacuum. Purify via ISCO™ 100 c system using a gradient of 75...